This data is from the Open Reaction Database (ORD), a public repository of structured organic reaction records. The task is: describe an organic reaction: reactants, conditions, products, and yield The reactants are COC(C1=C(C(=CC=C1)NC1=NC=C(C=C1)OC)O)=O (methyl-2-hydroxy-3-(5-methoxypyridin-2-ylamino)benzoate), S(=O)(=O)(OC[C@H]1CO1)C1=CC=C([N+](=O)[O-])C=C1 ((R)-glycidyl nosylate), C(=O)([O-])[O-].[K+].[K+] (K2CO3). The solvent is CN(C=O)C (dimethylformamide). Run at time 12 hour. The product is COC(C1=C(C(=CC=C1)NC1=NC=C(C=C1)OC)OC[C@@H]1OC1)=O ((R)-methyl-3-(5-methoxypyridin-2-ylamino)-2-(oxirane-2-ylmethoxy)benzoate). Yield: 87.1%. Reaction SMILES: [CH3:1][O:2][C:3](=[O:20])[C:4]1[CH:9]=[CH:8][CH:7]=[C:6]([NH:10][C:11]2[CH:16]=[CH:15][C:14]([O:17][CH3:18])=[CH:13][N:12]=2)[C:5]=1[OH:19].S(C1C=CC([N+]([O-])=O)=CC=1)(O[CH2:25][C@@H:26]1[O:28][CH2:27]1)(=O)=O.C([O-])([O-])=O.[K+].[K+]>CN(C)C=O>[CH3:1][O:2][C:3](=[O:20])[C:4]1[CH:9]=[CH:8][CH:7]=[C:6]([NH:10][C:11]2[CH:16]=[CH:15][C:14]([O:17][CH3:18])=[CH:13][N:12]=2)[C:5]=1[O:19][CH2:25][C@H:26]1[CH2:27][O:28]1 |f:2.3.4|. Procedure: To a solution of methyl-2-hydroxy-3-(5-methoxypyridin-2-ylamino)benzoate 0.91 g (3.3 mmol) of step 4 in dimethylformamide 10 mL were (R)-glycidyl nosylate 1.0 g (4 mmol) and K2CO3 0.5 g (3.6 mmol), followed by stirring at room temperature for 12 hrs. The reaction mixture was concentrated in a vacuum, diluted with ethylacetate, and washed with distilled water and a saturated NaCl solution. After drying over magnesium sulfate and vacuum concentration, purification by column chromatography (develop...